The task is: describe an organic reaction: reactants, conditions, products, and yield. This data is from the Open Reaction Database (ORD), a public repository of structured organic reaction records. Reactants: M-CO2H, Cl.Cl.FC(COC=1C=CC(=NC1)[C@@H](C)N)(F)F ((R)-1-[5-(2,2,2-trifluoroethoxy)pyridine-2-yl]ethanamine bis-HCl), C(=O)(O)CC1=CC=C(C=C1)C(C(=O)O)C (2-[4-(carboxymethyl)phenyl]propionic acid), C(CCl)Cl (EDC), ON1N=NC2=C1N=CC=C2 (1-hydroxy-7-azabenzotriazole), C(C)(C)N(CC)C(C)C (diisopropylethylamine). Run in O (water), CN(C)C=O (DMF). Reaction conditions: time 2 hour. Product: OC(=O)C(F)(F)F.O=C(CC1=CC=C(C=C1)C(C(=O)O)C)N[C@H](C)C1=NC=C(C=C1)OCC(F)(F)F (2-{4-[2-oxo-2-(((1R)-1-[5-(2,2,2-trifluoroethoxy)-pyridine-2-yl]ethyl)amino)ethyl]phenyl}propionic acid mono-TFA salt). Reaction SMILES: Cl.Cl.[F:3][C:4]([F:17])([F:16])[CH2:5][O:6][C:7]1[CH:8]=[CH:9][C:10]([C@H:13]([NH2:15])[CH3:14])=[N:11][CH:12]=1.[C:18]([CH2:21][C:22]1[CH:27]=[CH:26][C:25]([CH:28]([CH3:32])[C:29]([OH:31])=[O:30])=[CH:24][CH:23]=1)([OH:20])=[O:19].C(Cl)CCl.ON1C2N=CC=CC=2N=N1.C(N(C(C)C)CC)(C)C>CN(C=O)C.O>[OH:6][C:5]([C:4]([F:17])([F:16])[F:3])=[O:19].[O:20]=[C:18]([NH:15][C@@H:13]([C:10]1[CH:9]=[CH:8][C:7]([O:6][CH2:5][C:4]([F:17])([F:3])[F:16])=[CH:12][N:11]=1)[CH3:14])[CH2:21][C:22]1[CH:27]=[CH:26][C:25]([CH:28]([CH3:32])[C:29]([OH:31])=[O:30])=[CH:24][CH:23]=1 |f:0.1.2,9.10|. Procedure: A suspension of 2-(4-bromomethyl)phenylpropionic acid (2.0 g, 8.2 mmol) and potassium cyanide (1.6 g, 24.7 mmol) in EtOH (10 mL) and water (2 mL) was heated at 80° C. in a sealed tube for 1 h. The mixture was cooled to room temperature, diluted with water (10 mL) and the EtOH was removed under reduced pressure. The remaining aqueous mixture was extracted once with EtOAc then acidified carefully with 2N HCl until pH˜3 is reached. The aqueous layer was extracted with EtOAc and the combined organic... Starting materials: CCC(=O)Cl, CCOC(C)=O, CC(C)(C#N)c1cccc(C(=O)Nc2cc(Oc3ccc4nc(N)sc4n3)c(Cl)cc2F)c1, c1ccncc1. The product is CCC(=O)Nc1nc2ccc(Oc3cc(NC(=O)c4cccc(C(C)(C)C#N)c4)c(F)cc3Cl)nc2s1. RXN SMILES: [C:34]([CH2:35][CH3:36])(=[O:37])[Cl:38].[CH3:45][CH2:46][O:47][C:48](=[O:49])[CH3:50].[NH2:1][c:2]1[s:3][c:4]2[n:5][c:6]([O:11][c:12]3[c:13]([Cl:33])[cH:14][c:15]([F:32])[c:16]([NH:18][C:19]([c:20]4[cH:21][c:22]([C:26]([CH3:27])([CH3:28])[C:29]#[N:30])[cH:23][cH:24][cH:25]4)=[O:31])[cH:17]3)[cH:7][cH:8][c:9]2[n:10]1.[cH:39]1[cH:40][cH:41][n:42][cH:43][cH:44]1>>[NH:1]([c:2]1[s:3][c:4]2[n:5][c:6]([O:11][c:12]3[c:13]([Cl:33])[cH:14][c:15]([F:32])[c:16]([NH:18][C:19]([c:20]4[cH:21][c:22]([C:26]([CH3:27])([CH3:28])[C:29]#[N:30])[cH:23][cH:24][cH:25]4)=[O:31])[cH:17]3)[cH:7][cH:8][c:9]2[n:10]1)[C:34]([CH2:35][CH3:36])=[O:37]. The reactants are ice, Cl (hydrochloric acid), NS(=O)(=O)C1=C(C=CC=C1)C1=NN=NN1C (5-(2-aminosulfonylphenyl)-1-methyl-1H-tetrazole), ClC1=NC(=NC(=C1)OC)NC(OC1=CC=CC=C1)=O (phenyl N-(4-chloro-6-methoxypyrimidine-2-yl)carbamate), C1CCC2=NCCCN2CC1 (DBU). The solvent is C(C)#N (acetonitrile). Product: ClC1=NC(=NC(=C1)OC)NC(=O)NS(=O)(=O)C1=C(C=CC=C1)C1=NN=NN1C (N-[(4-Chloro-6-methoxypyrimidine-2-yl)aminocarbonyl]-2-(1-methyl-1H-tetrazol-5-yl)benzenesulfonamide). Yield: 87.0%. As a reaction SMILES: [NH2:1][S:2]([C:5]1[CH:10]=[CH:9][CH:8]=[CH:7][C:6]=1[C:11]1[N:15]([CH3:16])[N:14]=[N:13][N:12]=1)(=[O:4])=[O:3].[Cl:17][C:18]1[CH:23]=[C:22]([O:24][CH3:25])[N:21]=[C:20]([NH:26][C:27](=O)[O:28]C2C=CC=CC=2)[N:19]=1.C1CCN2C(=NCCC2)CC1.Cl>C(#N)C>[Cl:17][C:18]1[CH:23]=[C:22]([O:24][CH3:25])[N:21]=[C:20]([NH:26][C:27]([NH:1][S:2]([C:5]2[CH:10]=[CH:9][CH:8]=[CH:7][C:6]=2[C:11]2[N:15]([CH3:16])[N:14]=[N:13][N:12]=2)(=[O:3])=[O:4])=[O:28])[N:19]=1. Reported procedure: To 0.48 g of 5-(2-aminosulfonylphenyl)-1-methyl-1H-tetrazole and 0.56 g of phenyl N-(4-chloro-6-methoxypyrimidine-2-yl)carbamate in 20 mL of dry acetonitrile at ambient temperature was added, with stirring, 0.3 mL of DBU. After stirring 16 hours the mixture was then poured into 25 g of ice followed by the addition of 10 mL of 2N hydrochloric acid. The precipitate thus formed was removed by filtration, washed with water and dried to yield 0.74 g of the desired product, m.p. 225°-227° C. Reactants: Cc1noc(N)c1Br, C1CCOC1, COc1ccc(Cc2sc3ccccc3c2S(=O)(=O)Cl)cc1OC, [H-], [Na+]. Product: COc1ccc(Cc2sc3ccccc3c2S(=O)(=O)Nc2onc(C)c2Br)cc1OC. RXN SMILES: [Br:1][c:2]1[c:3]([CH3:8])[n:4][o:5][c:6]1[NH2:7].[CH2:35]1[O:36][CH2:37][CH2:38][CH2:39]1.[CH3:11][O:12][c:13]1[cH:14][c:15]([CH2:16][c:17]2[c:18]([S:26](=[O:27])(=[O:28])[Cl:29])[c:19]3[c:20]([s:21]2)[cH:22][cH:23][cH:24][cH:25]3)[cH:30][cH:31][c:32]1[O:33][CH3:34].[H-:10].[Na+:9]>>[Br:1][c:2]1[c:3]([CH3:8])[n:4][o:5][c:6]1[NH:7][S:26]([c:18]1[c:17]([CH2:16][c:15]2[cH:14][c:13]([O:12][CH3:11])[c:32]([O:33][CH3:34])[cH:31][cH:30]2)[s:21][c:20]2[c:19]1[cH:25][cH:24][cH:23][cH:22]2)(=[O:27])=[O:28]. The reactants are ClC1=NC=NC(=C1)Cl (4,6-Dichloropyrimidine), NCCCCNC(OC(C)(C)C)=O (tert-butyl 4-aminobutylcarbamate). The reagents and catalysts are Cl (HCl). The solvent is CC(C)O (2-propanol), [NH4+].[Cl-] (NH4Cl), CS(=O)C (DMSO). Run at temperature 100 celsius. Yields the product C(C)(C)(C)OC(NCCCCNC1=NC=NC(=C1)Cl)=O ([4-(6-chloro-pyrimidin-4-ylamino)-butyl]-carbamic acid tert-butyl ester). Yield: 41.0%. As a reaction SMILES: Cl[C:2]1[CH:7]=[C:6]([Cl:8])[N:5]=[CH:4][N:3]=1.[NH2:9][CH2:10][CH2:11][CH2:12][CH2:13][NH:14][C:15](=[O:21])[O:16][C:17]([CH3:20])([CH3:19])[CH3:18]>CC(O)C.Cl.[NH4+].[Cl-].CS(C)=O>[C:17]([O:16][C:15](=[O:21])[NH:14][CH2:13][CH2:12][CH2:11][CH2:10][NH:9][C:2]1[CH:7]=[C:6]([Cl:8])[N:5]=[CH:4][N:3]=1)([CH3:20])([CH3:18])[CH3:19] |f:4.5|. Reported procedure: 4,6-Dichloropyrimidine (4.14 mmol) and tert-butyl 4-aminobutylcarbamate (4.14 mmol) were dissolved in 13 ml of 2-propanol, and 3 drops of 3M aq. HCl were added. The mixture was heated in a Personal Chemistry Optimizer microwave system at 100° C. for 900 s. The reaction mixture was diluted with sat. aq. NH4Cl-solution (50 ml) and extracted with EtOAc (2×). Drying of the organic layer (Na2SO4) and evaporation of the solvent under reduced pressure yielded the crude product, which was taken up in DM...